describe an organic reaction: reactants, conditions, products, and yield From a dataset of the Open Reaction Database (ORD), a public repository of structured organic reaction records. Reactants: COc1cnc(N2C(=O)CC(C)(C)CC2=O)nc1, ClCCl, Cl, c1ccncc1. The product is CC1(C)CC(=O)N(c2ncc(O)cn2)C(=O)C1. Reaction SMILES: [CH3:1][O:2][c:3]1[cH:4][n:5][c:6]([N:9]2[C:10](=[O:18])[CH2:11][C:12]([CH3:16])([CH3:17])[CH2:13][C:14]2=[O:15])[n:7][cH:8]1.[Cl:26][CH2:27][Cl:28].[ClH:19].[n:20]1[cH:21][cH:22][cH:23][cH:24][cH:25]1>>[OH:2][c:3]1[cH:4][n:5][c:6]([N:9]2[C:10](=[O:18])[CH2:11][C:12]([CH3:16])([CH3:17])[CH2:13][C:14]2=[O:15])[n:7][cH:8]1. RXN SMILES: [C:1]([CH3:2])(=[O:3])[c:4]1[cH:5][cH:6][c:7]([C:8](=[O:9])[OH:10])[cH:11][cH:12]1.[CH2:21]([N:22]=[C:23]=[N:24][CH2:25][CH2:26][CH2:27][N:28]([CH3:29])[CH3:30])[CH3:31].[ClH:20].[NH2:14][c:15]1[n:16][n:17][n:18][nH:19]1.[O:32]=[CH:33][N:34]([CH3:35])[CH3:36].[OH2:13]>>[C:1]([CH3:2])(=[O:3])[c:4]1[cH:5][cH:6][c:7]([C:8](=[O:9])[NH:14][c:15]2[n:16][n:17][nH:18][n:19]2)[cH:11][cH:12]1. Product: CC(=O)c1ccc(C(=O)Nc2nn[nH]n2)cc1. The reactants are CC(=O)c1ccc(C(=O)O)cc1, CCN=C=NCCCN(C)C, Cl, Nc1nnn[nH]1, CN(C)C=O, O. The reactants are BrC1=CC(=C(C=O)C=C1)F (4-bromo-2-fluorobenzaldehyde), C(CO)O (ethylene glycol), C(O)([O-])=O.[Na+] (sodium hydrogencarbonate). The reagents and catalysts are C12(C(=O)CC(CC1)C2(C)C)CS(=O)(=O)O (camphorsulfonic acid). The solvent is C1(=CC=CC=C1)C (toluene). Reaction conditions: time 5 hour. Yields the product BrC1=CC(=C(C=C1)C1OCCO1)F (2-(4-Bromo-2-fluoro-phenyl)-[1,3]dioxolane). Yield: 102.6%. Reaction SMILES: [Br:1][C:2]1[CH:9]=[CH:8][C:5]([CH:6]=[O:7])=[C:4]([F:10])[CH:3]=1.[CH2:11](O)[CH2:12][OH:13].C(=O)([O-])O.[Na+]>C12(CS(O)(=O)=O)C(C)(C)C(CC1)CC2=O.C1(C)C=CC=CC=1>[Br:1][C:2]1[CH:9]=[CH:8][C:5]([CH:6]2[O:13][CH2:12][CH2:11][O:7]2)=[C:4]([F:10])[CH:3]=1 |f:2.3|. Reported procedure: A mixture of 4-bromo-2-fluorobenzaldehyde (10 g, 49.3 mmol), ethylene glycol (27.5 mL, 493 mmol), camphorsulfonic acid (115 mg, 0.493 mmol), and toluene (250 mL) was stirred for 5 hours under reflux. The mixture was cooled to room temperature and a saturated sodium hydrogencarbonate aqueous solution was added thereto. The organic layer was separated, washed with saturated aqueous sodium chloride, dried over anhydrous magnesium sulfate, and filtered. The filtrate was concentrated under a reduced ... The reactants are CCOC(C)=O, CCCCCC, Ic1ccc2oc3ccccc3c2c1, Nc1ccccc1. The product is c1ccc(Nc2ccc3oc4ccccc4c3c2)cc1. RXN SMILES: [CH3:22][CH2:23][O:24][C:25](=[O:26])[CH3:27].[CH3:28][CH2:29][CH2:30][CH2:31][CH2:32][CH3:33].[I:1][c:2]1[cH:3][c:4]2[c:5]([o:6][c:7]3[c:8]2[cH:9][cH:10][cH:11][cH:12]3)[cH:13][cH:14]1.[NH2:15][c:16]1[cH:17][cH:18][cH:19][cH:20][cH:21]1>>[c:2]1([NH:15][c:16]2[cH:17][cH:18][cH:19][cH:20][cH:21]2)[cH:3][c:4]2[c:5]([o:6][c:7]3[c:8]2[cH:9][cH:10][cH:11][cH:12]3)[cH:13][cH:14]1. Product: Cc1cnc(NC(=O)c2cc(Oc3ncc(C(=O)N4CCC4)cc3Cl)cc(OC(CF)CF)c2)cn1. RXN SMILES: [Cl:44][CH2:45][Cl:46].[N:1]1([C:5](=[O:6])[c:7]2[cH:8][c:9]([Cl:29])[c:10]([O:13][c:14]3[cH:15][c:16]([C:17](=[O:18])[OH:19])[cH:20][c:21]([O:23][CH:24]([CH2:25][F:26])[CH2:27][F:28])[cH:22]3)[n:11][cH:12]2)[CH2:2][CH2:3][CH2:4]1.[NH2:36][c:37]1[n:38][cH:39][c:40]([CH3:43])[n:41][cH:42]1.[cH:30]1[cH:31][cH:32][n:33][cH:34][cH:35]1>>[N:1]1([C:5](=[O:6])[c:7]2[cH:8][c:9]([Cl:29])[c:10]([O:13][c:14]3[cH:15][c:16]([C:17](=[O:18])[NH:36][c:37]4[n:38][cH:39][c:40]([CH3:43])[n:41][cH:42]4)[cH:20][c:21]([O:23][CH:24]([CH2:25][F:26])[CH2:27][F:28])[cH:22]3)[n:11][cH:12]2)[CH2:2][CH2:3][CH2:4]1. The reactants are ClCCl, O=C(O)c1cc(Oc2ncc(C(=O)N3CCC3)cc2Cl)cc(OC(CF)CF)c1, Cc1cnc(N)cn1, c1ccncc1. Reactants: C12C(CCC1)O2 (cyclopentene oxide), NC1=CC=CC=C1 (aniline). Yields the product OC1C(CCC1)NC1=CC=CC=C1 (N-(2-hydroxycyclopentyl)aniline). As a reaction SMILES: [CH:1]12[O:6][CH:2]1[CH2:3][CH2:4][CH2:5]2.[NH2:7][C:8]1[CH:13]=[CH:12][CH:11]=[CH:10][CH:9]=1>>[OH:6][CH:1]1[CH2:5][CH2:4][CH2:3][CH:2]1[NH:7][C:8]1[CH:13]=[CH:12][CH:11]=[CH:10][CH:9]=1. Procedure: Reaction of the cyclopentene oxide IIIa with an aniline under conditions well known in the art gives the N-(2-hydroxycyclopentyl)aniline IX which, when reacted with chlorosulfonic acid in a nonpolar organic solvent, e.g., methylene chloride, at 20°-30° C. followed by heating with a selected amine, R2NH2 (aqueous) for 40-55 hours at elevated pressure (2-10 atm.), gives the diamine X. Reaction of diamine X with 2,2,2-trichloroethyl chloroformate, or equivalent N-blocking compound, at 20°-30° C. fo... Starting materials: COC(C(C)(N(S(=O)(=O)C=1C=CC=C2C=CC=NC12)C)C)=O (methyl-2-methyl-2-(N-methylquinoline-8-sulfonamido)propanoate), C1CCOC1 (THF), CO (methanol), O[Li].O (LiOH.H2O). Solvent: O (H2O). Reaction conditions: time 12 hour. The product is CC(C(=O)O)(C)N(S(=O)(=O)C=1C=CC=C2C=CC=NC12)C (2-methyl-2-(N-methylquinoline-8-sulfonamido)propionic acid). Isolated yield 98.0%. As a reaction SMILES: C[O:2][C:3](=[O:22])[C:4]([CH3:21])([N:6]([CH3:20])[S:7]([C:10]1[CH:11]=[CH:12][CH:13]=[C:14]2[C:19]=1[N:18]=[CH:17][CH:16]=[CH:15]2)(=[O:9])=[O:8])[CH3:5].C1COCC1.CO.O[Li].O>O>[CH3:21][C:4]([N:6]([CH3:20])[S:7]([C:10]1[CH:11]=[CH:12][CH:13]=[C:14]2[C:19]=1[N:18]=[CH:17][CH:16]=[CH:15]2)(=[O:8])=[O:9])([CH3:5])[C:3]([OH:22])=[O:2] |f:3.4|. Reported procedure: methyl-2-methyl-2-(N-methylquinoline-8-sulfonamido)propanoate (650 mg, 2.01 mmol) was charged, and dissolved through addition of THF (5 ml) and methanol (5 ml). LiOH.H2O dissolved in H2O (5 ml) was added thereto, followed by stirring for 12 hours at room temperature. After stirring for 12 hours, the resultant solution was vacuum-evaporated, adjusted with 2N—HCl to pH 5-6, and extracted with EA (×2). The organic layer was dried with MgSO4, and filtered. Through vacuum distillation, the solvent wa... Starting materials: O=C(NC1(C(=O)O)CC1)OCc1ccccc1, CCOC(=O)CNCc1ccccc1, CCN=C=NCCCN(C)C, ClCCl, Cl, On1nnc2ccccc21. The product is CCOC(=O)CN(Cc1ccccc1)C(=O)C1(NC(=O)OCc2ccccc2)CC1. Reaction SMILES: [CH2:23]([c:24]1[cH:25][cH:26][cH:27][cH:28][cH:29]1)[O:30][C:31](=[O:32])[NH:33][C:34]1([C:37](=[O:38])[OH:39])[CH2:35][CH2:36]1.[CH2:40]([c:41]1[cH:42][cH:43][cH:44][cH:45][cH:46]1)[NH:47][CH2:48][C:49](=[O:50])[O:51][CH2:52][CH3:53].[CH3:2][N:3]([CH3:4])[CH2:5][CH2:6][CH2:7][N:8]=[C:9]=[N:10][CH2:11][CH3:12].[Cl:54][CH2:55][Cl:56].[ClH:1].[OH:13][n:14]1[c:15]2[cH:16][cH:17][cH:18][cH:19][c:20]2[n:21][n:22]1>>[CH2:23]([c:24]1[cH:25][cH:26][cH:27][cH:28][cH:29]1)[O:30][C:31](=[O:32])[NH:33][C:34]1([C:37](=[O:39])[N:47]([CH2:40][c:41]2[cH:42][cH:43][cH:44][cH:45][cH:46]2)[CH2:48][C:49](=[O:50])[O:51][CH2:52][CH3:53])[CH2:35][CH2:36]1.